Dataset: the Open Reaction Database (ORD), a public repository of structured organic reaction records. Task: describe an organic reaction: reactants, conditions, products, and yield Reactants: CC(C)(C)OC(=O)N(CC=O)Cc1ccc([N+](=O)[O-])cc1, Fc1ccc(CC2Cc3ccc(F)cc3CN2)cc1. The product is CC(C)(C)OC(=O)N(CCN1Cc2cc(F)ccc2CC1Cc1ccc(F)cc1)Cc1ccc([N+](=O)[O-])cc1. As a reaction SMILES: [C:20]([CH3:21])([CH3:22])([CH3:23])[O:24][C:25](=[O:26])[N:27]([CH2:28][c:29]1[cH:30][cH:31][c:32]([N+:35](=[O:36])[O-:37])[cH:33][cH:34]1)[CH2:38][CH:39]=[O:40].[F:1][c:2]1[cH:3][cH:4][c:5]2[c:10]([cH:11]1)[CH2:9][NH:8][CH:7]([CH2:12][c:13]1[cH:14][cH:15][c:16]([F:19])[cH:17][cH:18]1)[CH2:6]2>>[F:1][c:2]1[cH:3][cH:4][c:5]2[c:10]([cH:11]1)[CH2:9][N:8]([CH2:39][CH2:38][N:27]([C:25]([O:24][C:20]([CH3:21])([CH3:22])[CH3:23])=[O:26])[CH2:28][c:29]1[cH:30][cH:31][c:32]([N+:35](=[O:36])[O-:37])[cH:33][cH:34]1)[CH:7]([CH2:12][c:13]1[cH:14][cH:15][c:16]([F:19])[cH:17][cH:18]1)[CH2:6]2. Reactants: CC(=O)O, O, OO, CC1(C)SC2C(NC(=O)Cc3ccccc3)C(=O)N2C1C(=O)OCC(Cl)(Cl)Cl. The product is CC1(C)C(C(=O)OCC(Cl)(Cl)Cl)N2C(=O)C(NC(=O)Cc3ccccc3)C2S1=O. RXN SMILES: [CH3:32][C:33](=[O:34])[OH:35].[OH2:31].[OH:29][OH:30].[c:1]1([CH2:7][C:8](=[O:9])[NH:10][CH:11]2[CH:12]3[N:13]([CH:14]([C:19](=[O:20])[O:21][CH2:22][C:23]([Cl:24])([Cl:25])[Cl:26])[C:15]([CH3:17])([CH3:18])[S:16]3)[C:27]2=[O:28])[cH:2][cH:3][cH:4][cH:5][cH:6]1>>[c:1]1([CH2:7][C:8](=[O:9])[NH:10][CH:11]2[CH:12]3[N:13]([CH:14]([C:19](=[O:20])[O:21][CH2:22][C:23]([Cl:24])([Cl:25])[Cl:26])[C:15]([CH3:17])([CH3:18])[S:16]3=[O:29])[C:27]2=[O:28])[cH:2][cH:3][cH:4][cH:5][cH:6]1. Reactants: Cc1ccc(-c2oncc2C(=O)Cl)cc1, ClCCl, OC(c1ccccc1)(c1ccccc1)C1CCNCC1. Product: Cc1ccc(-c2oncc2C(=O)N2CCC(C(O)(c3ccccc3)c3ccccc3)CC2)cc1. Reaction SMILES: [CH3:1][c:2]1[cH:3][cH:4][c:5](-[c:8]2[c:9]([C:13](=[O:14])[Cl:15])[cH:10][n:11][o:12]2)[cH:6][cH:7]1.[Cl:36][CH2:37][Cl:38].[c:16]1([C:22]([OH:23])([CH:24]2[CH2:25][CH2:26][NH:27][CH2:28][CH2:29]2)[c:30]2[cH:31][cH:32][cH:33][cH:34][cH:35]2)[cH:17][cH:18][cH:19][cH:20][cH:21]1>>[CH3:1][c:2]1[cH:3][cH:4][c:5](-[c:8]2[c:9]([C:13](=[O:14])[N:27]3[CH2:26][CH2:25][CH:24]([C:22]([c:16]4[cH:17][cH:18][cH:19][cH:20][cH:21]4)([OH:23])[c:30]4[cH:31][cH:32][cH:33][cH:34][cH:35]4)[CH2:29][CH2:28]3)[cH:10][n:11][o:12]2)[cH:6][cH:7]1. Reported procedure: A mixture of 1.8 g (6 mmoles) of 2-[2-hydroxy-5-methyl-4-(pyrrolidin-1-yl)-phenyl]-propionic acid pyrrolidide, 2 ml of glacial acetic acid and 2 ml of concentrated hydrochloric acid is boiled under reflux for 40 minutes. The reaction mixture is concentrated by evaporation in vacuo, water is added to the residue, the pH is adjusted to 5 with dilute sodium hydroxide solution and extraction with ether is carried out 3 times. The combined ethereal extracts are dried over sodium sulphate and concentr... Yields the product CC1C(OC2=C1C=C(C(=C2)N2CCCC2)C)=O (3,5-dimethyl-6-(pyrrolidin-1-yl)-benzofuran-2(3H)-one). The solvent is C(C)(=O)O (acetic acid). As a reaction SMILES: [OH:1][C:2]1[CH:7]=[C:6]([N:8]2[CH2:12][CH2:11][CH2:10][CH2:9]2)[C:5]([CH3:13])=[CH:4][C:3]=1[CH:14]([CH3:22])[C:15](N1CCCC1)=[O:16].Cl.C1(N=C=NC2CCCCC2)CCCCC1>C(O)(=O)C>[CH3:22][CH:14]1[C:3]2[CH:4]=[C:5]([CH3:13])[C:6]([N:8]3[CH2:12][CH2:11][CH2:10][CH2:9]3)=[CH:7][C:2]=2[O:1][C:15]1=[O:16]. Conditions: time 1 hour. The reactants are OC1=C(C=C(C(=C1)N1CCCC1)C)C(C(=O)N1CCCC1)C (2-[2-hydroxy-5-methyl-4-(pyrrolidin-1-yl)-phenyl]-propionic acid pyrrolidide), Cl (hydrochloric acid), C1(CCCCC1)N=C=NC1CCCCC1 (N,N'-dicyclohexylcarbodiimide). Starting materials: COC(=O)c1ccc(NCc2cccc(Cl)c2)cn1, CCOCC, CC(C)O, [Na+], [OH-]. Product: [Na+], O=C([O-])c1ccc(NCc2cccc(Cl)c2)cn1. As a reaction SMILES: [CH3:1][O:2][C:3](=[O:4])[c:5]1[n:6][cH:7][c:8]([NH:11][CH2:12][c:13]2[cH:14][c:15]([Cl:19])[cH:16][cH:17][cH:18]2)[cH:9][cH:10]1.[CH3:26][CH2:27][O:28][CH2:29][CH3:30].[CH:22]([OH:23])([CH3:24])[CH3:25].[Na+:21].[OH-:20]>>[Na+:21].[O:2]=[C:3]([O-:4])[c:5]1[n:6][cH:7][c:8]([NH:11][CH2:12][c:13]2[cH:14][c:15]([Cl:19])[cH:16][cH:17][cH:18]2)[cH:9][cH:10]1. Reactants: COC(=O)CCC(=NOCc1ccc(OCCc2nc(-c3ccccc3)oc2C)cc1)c1ccccc1, Cl, [Na+], C1CCOC1, [OH-]. Product: Cc1oc(-c2ccccc2)nc1CCOc1ccc(CON=C(CCC(=O)O)c2ccccc2)cc1. RXN SMILES: [CH3:3][c:4]1[c:5]([CH2:15][CH2:16][O:17][c:18]2[cH:19][cH:20][c:21]([CH2:22][O:23][N:24]=[C:25]([CH2:26][CH2:27][C:28](=[O:29])[O:30][CH3:31])[c:32]3[cH:33][cH:34][cH:35][cH:36][cH:37]3)[cH:38][cH:39]2)[n:6][c:7](-[c:9]2[cH:10][cH:11][cH:12][cH:13][cH:14]2)[o:8]1.[ClH:40].[Na+:2].[O:41]1[CH2:42][CH2:43][CH2:44][CH2:45]1.[OH-:1]>>[CH3:3][c:4]1[c:5]([CH2:15][CH2:16][O:17][c:18]2[cH:19][cH:20][c:21]([CH2:22][O:23][N:24]=[C:25]([CH2:26][CH2:27][C:28](=[O:29])[OH:30])[c:32]3[cH:33][cH:34][cH:35][cH:36][cH:37]3)[cH:38][cH:39]2)[n:6][c:7](-[c:9]2[cH:10][cH:11][cH:12][cH:13][cH:14]2)[o:8]1. Starting materials: Cc1oc(-c2ccccc2)nc1Cc1cc2cc(C=CC=O)ccc2o1, O=C1COC(=O)N1. The product is Cc1oc(-c2ccccc2)nc1Cc1cc2cc(C=CC=C3OC(=O)NC3=O)ccc2o1. RXN SMILES: [CH3:1][c:2]1[c:3]([CH2:13][c:14]2[o:15][c:16]3[c:17]([cH:18]2)[cH:19][c:20]([CH:23]=[CH:24][CH:25]=[O:26])[cH:21][cH:22]3)[n:4][c:5](-[c:7]2[cH:8][cH:9][cH:10][cH:11][cH:12]2)[o:6]1.[O:27]1[C:28](=[O:33])[NH:29][C:30](=[O:32])[CH2:31]1>>[CH3:1][c:2]1[c:3]([CH2:13][c:14]2[o:15][c:16]3[c:17]([cH:18]2)[cH:19][c:20]([CH:23]=[CH:24][CH:25]=[C:31]2[O:27][C:28](=[O:33])[NH:29][C:30]2=[O:32])[cH:21][cH:22]3)[n:4][c:5](-[c:7]2[cH:8][cH:9][cH:10][cH:11][cH:12]2)[o:6]1. The reactants are [Al+3], C1CCOC1, [H-], [H-], [H-], [H-], [Li+], COC(=O)c1ccc(CCCN2CCOCC2)cc1. Product: OCc1ccc(CCCN2CCOCC2)cc1. As a reaction SMILES: [Al+3:2].[CH2:26]1[O:27][CH2:28][CH2:29][CH2:30]1.[H-:1].[H-:4].[H-:5].[H-:6].[Li+:3].[O:7]1[CH2:8][CH2:9][N:10]([CH2:13][CH2:14][CH2:15][c:16]2[cH:17][cH:18][c:19]([C:20](=[O:21])[O:22][CH3:23])[cH:24][cH:25]2)[CH2:11][CH2:12]1>>[O:7]1[CH2:8][CH2:9][N:10]([CH2:13][CH2:14][CH2:15][c:16]2[cH:17][cH:18][c:19]([CH2:20][OH:21])[cH:24][cH:25]2)[CH2:11][CH2:12]1. Reactants: CC1=C(SC(=C1)Cl)C(=O)O (methyl 5-chloro-thiophene-2-carboxylic acid), NC(C(=O)[O-])C (2-aminopropionate), CN(C)C(=[N+](C)C)ON1C2=C(C=CC=C2)N=N1.[B-](F)(F)(F)F (TBTU), CN1CCOCC1 (NMM). Run in C1CCOC1 (THF). Yields the product ClC1=CC=C(S1)C(=O)NC(C(=O)OC)C (methyl 2-[(5-chloro-thiophene-2-carbonyl)-amino]-propionate). Reaction SMILES: C[C:2]1[CH:6]=[C:5]([Cl:7])[S:4][C:3]=1[C:8]([OH:10])=O.[NH2:11][CH:12]([CH3:16])[C:13]([O-:15])=[O:14].[CH3:17]N(C(ON1N=NC2C=CC=CC1=2)=[N+](C)C)C.[B-](F)(F)(F)F.CN1CCOCC1>C1COCC1>[Cl:7][C:5]1[S:4][C:3]([C:8]([NH:11][CH:12]([CH3:16])[C:13]([O:15][CH3:17])=[O:14])=[O:10])=[CH:2][CH:6]=1 |f:2.3|. Reported procedure: Prepared analogously to Example 1a from methyl 5-chloro-thiophene-2-carboxylic acid and 2-aminopropionate with TBTU and NMM in THF.